From a dataset of the Open Reaction Database (ORD), a public repository of structured organic reaction records. describe an organic reaction: reactants, conditions, products, and yield Reactants: O=C([O-])[O-], FC(F)=C(F)Cl, [K+], [K+], CN(C)C=O, O=[N+]([O-])c1ccc(N=Nc2ccc(O)cn2)cc1. RXN SMILES: [C:25](=[O:26])([O-:27])[O-:28].[Cl:1][C:2](=[C:3]([F:4])[F:5])[F:6].[K+:29].[K+:30].[O:31]=[CH:32][N:33]([CH3:34])[CH3:35].[OH:7][c:8]1[cH:9][cH:10][c:11]([N:14]=[N:15][c:16]2[cH:17][cH:18][c:19]([N+:22](=[O:23])[O-:24])[cH:20][cH:21]2)[n:12][cH:13]1>>[Cl:1][CH:2]([C:3]([F:4])([F:5])[O:7][c:8]1[cH:9][cH:10][c:11]([N:14]=[N:15][c:16]2[cH:17][cH:18][c:19]([N+:22](=[O:23])[O-:24])[cH:20][cH:21]2)[n:12][cH:13]1)[F:6]. Product: O=[N+]([O-])c1ccc(N=Nc2ccc(OC(F)(F)C(F)Cl)cn2)cc1. Run in O (water), C1(=CC=CC=C1)C (toluene), C(Cl)Cl (methylene chloride). Procedure: 27.6 G (0.125 mole) of (4-hydroxy-3-methyl-5-tert. butylbenzyl) dimethylamine, 30.5 g (0.05 mole) of malonic acid distearyl ester, and 0.5 g of sodium methylate were refluxed in 100 cc of absolute toluene for 21/2 hours while a current of nitrogen was passed through the reaction mixture. After cooling, the reaction mixture was diluted with methylene chloride, shaken out with 2N hydrochloric acid and water, and evaporated to dryness. The residue was slurried in methanol, filtered, and washed. The product is C(CCCCCCCCCCCCCCCCC)OC(C(C(=O)OCCCCCCCCCCCCCCCCCC)(CC1=CC(=C(C(=C1)C(C)(C)C)O)C)CC1=CC(=C(C(=C1)C(C)(C)C)O)C)=O (Bis-(4-Hydroxy-3-Methyl-5-Tert. Butylbenzyl) Malonic Acid Distearyl Ester). Reactants: Cl (hydrochloric acid), OC1=C(C=C(CN(C)C)C=C1C(C)(C)C)C ((4-hydroxy-3-methyl-5-tert. butylbenzyl) dimethylamine), C(CCCCCCCCCCCCCCCCC)OC(CC(=O)OCCCCCCCCCCCCCCCCCC)=O (malonic acid distearyl ester), C[O-].[Na+] (sodium methylate). As a reaction SMILES: [OH:1][C:2]1[C:11]([C:12]([CH3:15])([CH3:14])[CH3:13])=[CH:10][C:5]([CH2:6]N(C)C)=[CH:4][C:3]=1[CH3:16].[CH2:17]([O:35][C:36](=[O:59])[CH2:37][C:38]([O:40][CH2:41][CH2:42][CH2:43][CH2:44][CH2:45][CH2:46][CH2:47][CH2:48][CH2:49][CH2:50][CH2:51][CH2:52][CH2:53][CH2:54][CH2:55][CH2:56][CH2:57][CH3:58])=[O:39])[CH2:18][CH2:19][CH2:20][CH2:21][CH2:22][CH2:23][CH2:24][CH2:25][CH2:26][CH2:27][CH2:28][CH2:29][CH2:30][CH2:31][CH2:32][CH2:33][CH3:34].[CH3:60][O-:61].[Na+].Cl>C1(C)C=CC=CC=1.C(Cl)Cl.O>[CH2:17]([O:35][C:36](=[O:59])[C:37]([CH2:16][C:3]1[CH:2]=[C:11]([C:12]([CH3:15])([CH3:14])[CH3:13])[C:60]([OH:61])=[C:5]([CH3:6])[CH:4]=1)([CH2:6][C:5]1[CH:10]=[C:11]([C:12]([CH3:15])([CH3:14])[CH3:13])[C:2]([OH:1])=[C:3]([CH3:16])[CH:4]=1)[C:38]([O:40][CH2:41][CH2:42][CH2:43][CH2:44][CH2:45][CH2:46][CH2:47][CH2:48][CH2:49][CH2:50][CH2:51][CH2:52][CH2:53][CH2:54][CH2:55][CH2:56][CH2:57][CH3:58])=[O:39])[CH2:18][CH2:19][CH2:20][CH2:21][CH2:22][CH2:23][CH2:24][CH2:25][CH2:26][CH2:27][CH2:28][CH2:29][CH2:30][CH2:31][CH2:32][CH2:33][CH3:34] |f:2.3|.